Dataset: the Open Reaction Database (ORD), a public repository of structured organic reaction records. Task: describe an organic reaction: reactants, conditions, products, and yield RXN SMILES: [C:30](=[O:31])([O-:32])[O-:33].[CH2:1]([CH3:2])[O:3][C:4]([CH:5]([C:6](=[O:7])[C:8]([O:9][CH2:10][CH3:11])=[O:12])[c:13]1[cH:14][c:15]([O:19][CH2:20][c:21]2[cH:22][cH:23][cH:24][cH:25][cH:26]2)[cH:16][cH:17][cH:18]1)=[O:27].[CH2:28]=[O:29].[CH3:37][CH2:38][CH2:39][CH2:40][CH2:41][CH3:42].[K+:34].[K+:35].[OH2:36]>>[CH2:1]([CH3:2])[O:3][C:4]([C:5](=[CH2:6])[c:13]1[cH:14][c:15]([O:19][CH2:20][c:21]2[cH:22][cH:23][cH:24][cH:25][cH:26]2)[cH:16][cH:17][cH:18]1)=[O:27]. Yields the product C=C(C(=O)OCC)c1cccc(OCc2ccccc2)c1. The reactants are O=C([O-])[O-], CCOC(=O)C(=O)C(C(=O)OCC)c1cccc(OCc2ccccc2)c1, C=O, CCCCCC, [K+], [K+], O. Reactants: O1C(=NC2=C1C=CC=C2)C2=C(C=C(C=C2)CC#N)F (4-(benzoxazol-2-yl)-3-fluorophenylacetonitrile), Cl (hydrochloric acid), crude acid, C([O-])(O)=O.[Na+] (sodium bicarbonate), C (charcoal). Yields the product O1C(=NC2=C1C=CC=C2)C2=C(C=C(C=C2)CC(=O)O)F (4-(benzoxazol-2-yl)-3-fluorophenylacetic acid). Reaction SMILES: [O:1]1[C:5]2[CH:6]=[CH:7][CH:8]=[CH:9][C:4]=2[N:3]=[C:2]1[C:10]1[CH:15]=[CH:14][C:13]([CH2:16]C#N)=[CH:12][C:11]=1[F:19].Cl.[C:21](=[O:24])(O)[O-:22].[Na+].C>>[O:1]1[C:5]2[CH:6]=[CH:7][CH:8]=[CH:9][C:4]=2[N:3]=[C:2]1[C:10]1[CH:15]=[CH:14][C:13]([CH2:16][C:21]([OH:22])=[O:24])=[CH:12][C:11]=1[F:19] |f:2.3|. Reported procedure: A mixture of 0.7 gm. of the above crude 4-(benzoxazol-2-yl)-3-fluorophenylacetonitrile and 30 cc. of concentrated hydrochloric acid is heated on the steam bath for 1 hour. The reaction mixture is then filtered through a sintered glass filter into ice water and the resulting precipitate collected to give 0.65 gm. of crude product. The crude acid is stirred with 50-60 cc. of saturated sodium bicarbonate solution, a small amount of charcoal is added, and the mixture is then filtered. The filtrate i... Starting materials: CC(C)(C)OC(=O)NC1CCC(CNc2nc(NCC(=O)N3CCCC3)ncc2[N+](=O)[O-])CC1, ClCCl, O=C(O)C(F)(F)F, [Na+], O=C([O-])O. The product is NC1CCC(CNc2nc(NCC(=O)N3CCCC3)ncc2[N+](=O)[O-])CC1. RXN SMILES: [C:1]([O:2][C:3](=[O:4])[NH:7][CH:8]1[CH2:9][CH2:10][CH:11]([CH2:14][NH:15][c:16]2[n:17][c:18]([NH:25][CH2:26][C:27]([N:28]3[CH2:29][CH2:30][CH2:31][CH2:32]3)=[O:33])[n:19][cH:20][c:21]2[N+:22](=[O:23])[O-:24])[CH2:12][CH2:13]1)([CH3:5])([CH3:6])[CH3:34].[Cl:47][CH2:48][Cl:49].[F:35][C:36]([F:37])([F:38])[C:39]([OH:40])=[O:41].[Na+:46].[O-:42][C:43]([OH:44])=[O:45]>>[NH2:7][CH:8]1[CH2:9][CH2:10][CH:11]([CH2:14][NH:15][c:16]2[n:17][c:18]([NH:25][CH2:26][C:27]([N:28]3[CH2:29][CH2:30][CH2:31][CH2:32]3)=[O:33])[n:19][cH:20][c:21]2[N+:22](=[O:23])[O-:24])[CH2:12][CH2:13]1. The reactants are Cl.Cl.NC1=CC(=C(C(=O)NCC2CCNCC2)C=C1Cl)OC (4-Amino-5-chloro-2-methoxy-N-(piperidin-4-ylmethyl)benzamide dihydrochloride), COC=1C=C(OCCCCCCl)C=C(C1)OC (5-(3,5-dimethoxyphenoxy)pentyl chloride). The product is NC1=CC(=C(C(=O)NCC2CCN(CC2)CCCCCOC2=CC(=CC(=C2)OC)OC)C=C1Cl)OC (4-amino-5-chloro-N-((1-(5-(3,5-dimethoxyphenoxy)pentyl)piperidin-4-yl)methyl)-2-methoxybenzamide). Reaction SMILES: Cl.Cl.[NH2:3][C:4]1[C:19]([Cl:20])=[CH:18][C:7]([C:8]([NH:10][CH2:11][CH:12]2[CH2:17][CH2:16][NH:15][CH2:14][CH2:13]2)=[O:9])=[C:6]([O:21][CH3:22])[CH:5]=1.[CH3:23][O:24][C:25]1[CH:26]=[C:27]([CH:35]=[C:36]([O:38][CH3:39])[CH:37]=1)[O:28][CH2:29][CH2:30][CH2:31][CH2:32][CH2:33]Cl>>[NH2:3][C:4]1[C:19]([Cl:20])=[CH:18][C:7]([C:8]([NH:10][CH2:11][CH:12]2[CH2:13][CH2:14][N:15]([CH2:33][CH2:32][CH2:31][CH2:30][CH2:29][O:28][C:27]3[CH:35]=[C:36]([O:38][CH3:39])[CH:37]=[C:25]([O:24][CH3:23])[CH:26]=3)[CH2:16][CH2:17]2)=[O:9])=[C:6]([O:21][CH3:22])[CH:5]=1 |f:0.1.2|. Reported procedure: 4-Amino-5-chloro-2-methoxy-N-(piperidin-4-ylmethyl)benzamide dihydrochloride (2.0 g) as starting compound and 5-(3,5-dimethoxyphenoxy)pentyl chloride (1.4 g) were reacted and treated in the same manner as in Example 168 to give 4-amino-5-chloro-N-((1-(5-(3,5-dimethoxyphenoxy)pentyl)piperidin-4-yl)methyl)-2-methoxybenzamide. The reactants are BrCc1ccccc1, O=C([O-])[O-], CCOc1ccc(O)cc1C=O, CN(C)C=O, [K+], [K+], O. Yields the product CCOc1ccc(OCc2ccccc2)cc1C=O. RXN SMILES: [Br:13][CH2:14][c:15]1[cH:16][cH:17][cH:18][cH:19][cH:20]1.[C:21](=[O:22])([O-:23])[O-:24].[CH2:1]([CH3:2])[O:3][c:4]1[c:5]([CH:6]=[O:7])[cH:8][c:9]([OH:12])[cH:10][cH:11]1.[CH3:27][N:28]([CH3:29])[CH:30]=[O:31].[K+:25].[K+:26].[OH2:32]>>[CH2:1]([CH3:2])[O:3][c:4]1[c:5]([CH:6]=[O:7])[cH:8][c:9]([O:12][CH2:14][c:15]2[cH:16][cH:17][cH:18][cH:19][cH:20]2)[cH:10][cH:11]1. Starting materials: O=C(Nc1cccc2[nH]ccc12)c1ccccc1OCCCCBr, COc1cc(CCN2CCNCC2)cc(OC)c1OC, CCO, [Na+], [Na+], O=C([O-])[O-]. Yields the product COc1cc(CCN2CCN(CCCCOc3ccccc3C(=O)Nc3cccc4[nH]ccc34)CC2)cc(OC)c1OC. Reaction SMILES: [Br:1][CH2:2][CH2:3][CH2:4][CH2:5][O:6][c:7]1[c:8]([C:9](=[O:10])[NH:11][c:12]2[c:13]3[cH:14][cH:15][nH:16][c:17]3[cH:18][cH:19][cH:20]2)[cH:21][cH:22][cH:23][cH:24]1.[CH3:25][O:26][c:27]1[cH:28][c:29]([CH2:37][CH2:38][N:39]2[CH2:40][CH2:41][NH:42][CH2:43][CH2:44]2)[cH:30][c:31]([O:35][CH3:36])[c:32]1[O:33][CH3:34].[CH3:51][CH2:52][OH:53].[Na+:45].[Na+:46].[O-:47][C:48](=[O:49])[O-:50]>>[CH2:2]([CH2:3][CH2:4][CH2:5][O:6][c:7]1[c:8]([C:9](=[O:10])[NH:11][c:12]2[c:13]3[cH:14][cH:15][nH:16][c:17]3[cH:18][cH:19][cH:20]2)[cH:21][cH:22][cH:23][cH:24]1)[N:42]1[CH2:41][CH2:40][N:39]([CH2:38][CH2:37][c:29]2[cH:28][c:27]([O:26][CH3:25])[c:32]([O:33][CH3:34])[c:31]([O:35][CH3:36])[cH:30]2)[CH2:44][CH2:43]1.